This data is from the Open Reaction Database (ORD), a public repository of structured organic reaction records. The task is: describe an organic reaction: reactants, conditions, products, and yield Starting materials: C1(CCCCCC1)/C=C(/C(=O)NC=1SC=CN1)\C1=CC(=C(C=C1)S(=O)(=O)C)C(F)(F)F ((E)-3-cycloheptyl-2-(4-methanesulfonyl-3-trifluoromethyl-phenyl)-N-thiazol-2-yl-acrylamide), BrN1C(CCC1=O)=O (N-bromosuccinimide), C(C1=CC=CC=C1)(=O)OOC(C1=CC=CC=C1)=O (benzoyl peroxide). Solvent: C(Cl)(Cl)(Cl)Cl (carbon tetrachloride). Run at temperature 90 celsius, time 8 hour. Product: hexanes ethyl acetate, BrC1=CN=C(S1)NC(\C(=C\C1CCCCCC1)\C1=CC(=C(C=C1)S(=O)(=O)C)C(F)(F)F)=O ((E)-N-(5-bromo-thiazol-2-yl)-3-cycloheptyl-2-(4-methanesulfonyl-3-trifluoromethyl-phenyl)-acrylamide). The yield is 48.4%. As a reaction SMILES: [CH:1]1(/[CH:8]=[C:9](\[C:18]2[CH:23]=[CH:22][C:21]([S:24]([CH3:27])(=[O:26])=[O:25])=[C:20]([C:28]([F:31])([F:30])[F:29])[CH:19]=2)/[C:10]([NH:12][C:13]2[S:14][CH:15]=[CH:16][N:17]=2)=[O:11])[CH2:7][CH2:6][CH2:5][CH2:4][CH2:3][CH2:2]1.[Br:32]N1C(=O)CCC1=O.C(OOC(=O)C1C=CC=CC=1)(=O)C1C=CC=CC=1>C(Cl)(Cl)(Cl)Cl>[Br:32][C:15]1[S:14][C:13]([NH:12][C:10](=[O:11])/[C:9](/[C:18]2[CH:23]=[CH:22][C:21]([S:24]([CH3:27])(=[O:25])=[O:26])=[C:20]([C:28]([F:29])([F:30])[F:31])[CH:19]=2)=[CH:8]/[CH:1]2[CH2:7][CH2:6][CH2:5][CH2:4][CH2:3][CH2:2]2)=[N:17][CH:16]=1. Procedure details: A suspension of (E)-3-cycloheptyl-2-(4-methanesulfonyl-3-trifluoromethyl-phenyl)-N-thiazol-2-yl-acrylamide (prepared in Example 17, 63 mg, 0.133 mmol) and N-bromosuccinimide (26 mg, 0.146 mmol) in carbon tetrachloride (2 mL) at 25° C. was treated with benzoyl peroxide (2 mg, 0.006 mmol). The resulting reaction mixture was heated to 90° C. where it was stirred overnight at this temperature. The reaction mixture was allowed to cool to 25° C. and then concentrated in vacuo. The residue was dissolve... Reactants: C1(CC1)C=1NC2=CC=C(C(=C2C1)C(F)(F)F)C#N (2-cyclopropyl-4-(trifluoromethyl)-1H-indole-5-carbonitrile), ClCC1=NOC(=N1)C1=CC(=CC(=C1)F)F (3-(chloromethyl)-5-(3,5-difluorophenyl)-1,2,4-oxadiazole). Yields the product C1(CC1)C=1N(C2=CC=C(C(=C2C1)C(F)(F)F)C#N)CC1=NOC(=N1)C1=CC(=CC(=C1)F)F (2-Cyclopropyl-1-{[5-(3,5-difluorophenyl)-1,2,4-oxadiazol-3-yl]methyl}-4-(trifluoromethyl)-1H-indole-5-carbonitrile). Reaction SMILES: [CH:1]1([C:4]2[NH:5][C:6]3[C:11]([CH:12]=2)=[C:10]([C:13]([F:16])([F:15])[F:14])[C:9]([C:17]#[N:18])=[CH:8][CH:7]=3)[CH2:3][CH2:2]1.Cl[CH2:20][C:21]1[N:25]=[C:24]([C:26]2[CH:31]=[C:30]([F:32])[CH:29]=[C:28]([F:33])[CH:27]=2)[O:23][N:22]=1>>[CH:1]1([C:4]2[N:5]([CH2:20][C:21]3[N:25]=[C:24]([C:26]4[CH:31]=[C:30]([F:32])[CH:29]=[C:28]([F:33])[CH:27]=4)[O:23][N:22]=3)[C:6]3[C:11]([CH:12]=2)=[C:10]([C:13]([F:14])([F:15])[F:16])[C:9]([C:17]#[N:18])=[CH:8][CH:7]=3)[CH2:2][CH2:3]1. Reported procedure: Synthesized as described in Example 4 using 2-cyclopropyl-4-(trifluoromethyl)-1H-indole-5-carbonitrile and 3-(chloromethyl)-5-(3,5-difluorophenyl)-1,2,4-oxadiazole: 1H NMR (400 MHz, CDCl3) δ 7.67 (d, J=8.5 Hz, 1H), 7.57 (m, 3H), 7.05 (t, J=8.5 Hz, 1H), 6.48 (s, 1H), 5.64 (s, 2H), 2.13 (m, 1H), 1.15 (m, 2H), 0.92 (m, 2H); MS (ES) m/z 445 (M+1). The reactants are COC(C(=C(C(CCCC)=O)C1=CC=C(C=C1)OC1CCCCC1)C(F)(F)F)=O (3-(4-cyclohexyloxy-phenyl)-4-oxo-2-trifluoromethyl-oct-2-enoic acid methyl ester), O.NN (hydrazine hydrate). Run in C(C)(=O)O (acetic acid). Reaction conditions: temperature 100 celsius. Yields the product C(CCC)C=1C(=C(C(NN1)=O)C(F)(F)F)C1=CC=C(C=C1)OC1CCCCC1 (6-butyl-5-(4-cyclohexyloxy-phenyl)-4-trifluoromethyl-2H-pyridazin-3-one). Yield: 119.3%. Reaction SMILES: C[O:2][C:3](=O)[C:4]([C:25]([F:28])([F:27])[F:26])=[C:5]([C:12]1[CH:17]=[CH:16][C:15]([O:18][CH:19]2[CH2:24][CH2:23][CH2:22][CH2:21][CH2:20]2)=[CH:14][CH:13]=1)[C:6](=O)[CH2:7][CH2:8][CH2:9][CH3:10].O.[NH2:31][NH2:32]>C(O)(=O)C>[CH2:7]([C:6]1[C:5]([C:12]2[CH:17]=[CH:16][C:15]([O:18][CH:19]3[CH2:24][CH2:23][CH2:22][CH2:21][CH2:20]3)=[CH:14][CH:13]=2)=[C:4]([C:25]([F:28])([F:27])[F:26])[C:3](=[O:2])[NH:31][N:32]=1)[CH2:8][CH2:9][CH3:10] |f:1.2|. Procedure details: To a stirred solution of 3-(4-cyclohexyloxy-phenyl)-4-oxo-2-trifluoromethyl-oct-2-enoic acid methyl ester (3.40 mmol, 1.4 g) in glacial acetic acid (3 mL) was added hydrazine hydrate (61.7 mmol, 3 mL) and the reaction was heated at 100° C. for 12 h. After cooling, the volatiles were under reduced pressure to give 1.6 g of crude 6-butyl-5-(4-cyclohexyloxy-phenyl)-4-trifluoromethyl-2H-pyridazin-3-one. The ketone was treated with phosphorous oxychloride (21.8 mmol, 2.0 mL) and heated at 90° C. for ...